This data is from the Open Reaction Database (ORD), a public repository of structured organic reaction records. The task is: describe an organic reaction: reactants, conditions, products, and yield Starting materials: CNCCN, COC(=O)c1nc(Cl)c(N)nc1N, C1CCOC1. Yields the product CNCCNC(=O)c1nc(Cl)c(N)nc1N. Reaction SMILES: [CH3:14][NH:15][CH2:16][CH2:17][NH2:18].[NH2:1][c:2]1[c:3]([C:10]([O:12][CH3:11])=[O:13])[n:4][c:5]([Cl:9])[c:6]([NH2:8])[n:7]1.[O:19]1[CH2:20][CH2:21][CH2:22][CH2:23]1>>[NH2:1][c:2]1[c:3]([C:10](=[O:12])[NH:18][CH2:17][CH2:16][NH:15][CH3:14])[n:4][c:5]([Cl:9])[c:6]([NH2:8])[n:7]1. Reactants: CCOC(=O)c1c(CCBr)nc2cc(OC)c(OC)cc2c1-c1ccc(OC)c(OC)c1, CCNCC, ClCCl. Yields the product CCOC(=O)c1c(CCN(CC)CC)nc2cc(OC)c(OC)cc2c1-c1ccc(OC)c(OC)c1. RXN SMILES: [Br:1][CH2:2][CH2:3][c:4]1[n:5][c:6]2[cH:7][c:8]([O:31][CH3:32])[c:9]([O:29][CH3:30])[cH:10][c:11]2[c:12](-[c:19]2[cH:20][c:21]([O:27][CH3:28])[c:22]([O:25][CH3:26])[cH:23][cH:24]2)[c:13]1[C:14](=[O:15])[O:16][CH2:17][CH3:18].[CH2:33]([CH3:34])[NH:35][CH2:36][CH3:37].[Cl:38][CH2:39][Cl:40]>>[CH2:2]([CH2:3][c:4]1[n:5][c:6]2[cH:7][c:8]([O:31][CH3:32])[c:9]([O:29][CH3:30])[cH:10][c:11]2[c:12](-[c:19]2[cH:20][c:21]([O:27][CH3:28])[c:22]([O:25][CH3:26])[cH:23][cH:24]2)[c:13]1[C:14](=[O:15])[O:16][CH2:17][CH3:18])[N:35]([CH2:33][CH3:34])[CH2:36][CH3:37]. Starting materials: C=[N+]=[N-], O=C(O)C(=NO)c1ccccc1. The product is COC(=O)C(=NO)c1ccccc1. RXN SMILES: [N+:13](=[N-:14])=[CH2:15].[OH:1][N:2]=[C:3]([C:4](=[O:5])[OH:6])[c:7]1[cH:8][cH:9][cH:10][cH:11][cH:12]1>>[OH:1][N:2]=[C:3]([C:4](=[O:5])[O:6][CH3:15])[c:7]1[cH:8][cH:9][cH:10][cH:11][cH:12]1. Reactants: C(C)(=O)OC(C)=O (acetic acid anhydride), C1(=CC=CC=C1)C(N1CCN(CC1)CCCN1C(NC2=C1C=CC=C2)=O)C2=CC=CC=C2 (1-{3-[4-(diphenylmethyl)-1-piperazinyl]propyl}-1,3-dihydro-2H-benzimidazol-2-one), CC1=CC=CC=C1 (methylbenzene). The solvent is O (Water). Yields the product C(C)(=O)N1C(N(C2=C1C=CC=C2)CCCN2CCN(CC2)C(C2=CC=CC=C2)C2=CC=CC=C2)=O (1-acetyl-3-{3-[4-(diphenylmethyl)-1-piperazinyl]propyl}-1,3-dihydro-2H-benzimidazol-2-one). Reaction SMILES: C(O[C:5](=[O:7])[CH3:6])(=O)C.[C:8]1([CH:14]([C:34]2[CH:39]=[CH:38][CH:37]=[CH:36][CH:35]=2)[N:15]2[CH2:20][CH2:19][N:18]([CH2:21][CH2:22][CH2:23][N:24]3[C:28]4[CH:29]=[CH:30][CH:31]=[CH:32][C:27]=4[NH:26][C:25]3=[O:33])[CH2:17][CH2:16]2)[CH:13]=[CH:12][CH:11]=[CH:10][CH:9]=1.CC1C=CC=CC=1>O>[C:5]([N:26]1[C:27]2[CH:32]=[CH:31][CH:30]=[CH:29][C:28]=2[N:24]([CH2:23][CH2:22][CH2:21][N:18]2[CH2:19][CH2:20][N:15]([CH:14]([C:8]3[CH:13]=[CH:12][CH:11]=[CH:10][CH:9]=3)[C:34]3[CH:35]=[CH:36][CH:37]=[CH:38][CH:39]=3)[CH2:16][CH2:17]2)[C:25]1=[O:33])(=[O:7])[CH3:6]. Procedure: A mixture of 1.55 parts of acetic acid anhydride, 3 parts of 1-{3-[4-(diphenylmethyl)-1-piperazinyl]propyl}-1,3-dihydro-2H-benzimidazol-2-one and 22.5 parts of methylbenzene is stirred and refluxed overnight. Water is added to the reaction mixture and the layers are separated. The organic phase is dried, filtered and evaporated. The residue is purified by column-chromatography over silica gel using a mixture of trichloromethane and methanol (95:5 by volume) as eluent. The pure fractions are coll...